Dataset: the Open Reaction Database (ORD), a public repository of structured organic reaction records. Task: describe an organic reaction: reactants, conditions, products, and yield Procedure details: To a stirred suspension of 4-aminotetrahydropyran (123 mg, 1.2 mmol) in dioxane (5 mL) under argon at room temperature was added trimethylaluminium (0.6 mL of a 2M solution in toluene, 1.2 mmol). After 1 h, a solution of 4-methyl-2-[2-(5-methyl-3-phenyl-isoxazol-4-yl)-ethyl]-thiazole-5-carboxylic acid (100 mg, 0.3 mmol) in dioxane (5 mL) was added and the reaction mixture warmed to 90° C. After 3 h, the reaction mixture was cooled, quenched with ice water and extracted with dichloromethane. The ... Isolated yield 32.4%. As a reaction SMILES: [NH2:1][CH:2]1[CH2:7][CH2:6][O:5][CH2:4][CH2:3]1.C[Al](C)C.[CH3:12][C:13]1[N:14]=[C:15]([CH2:21][CH2:22][C:23]2[C:24]([C:29]3[CH:34]=[CH:33][CH:32]=[CH:31][CH:30]=3)=[N:25][O:26][C:27]=2[CH3:28])[S:16][C:17]=1[C:18](O)=[O:19]>O1CCOCC1.C1(C)C=CC=CC=1>[O:5]1[CH2:6][CH2:7][CH:2]([NH:1][C:18]([C:17]2[S:16][C:15]([CH2:21][CH2:22][C:23]3[C:24]([C:29]4[CH:34]=[CH:33][CH:32]=[CH:31][CH:30]=4)=[N:25][O:26][C:27]=3[CH3:28])=[N:14][C:13]=2[CH3:12])=[O:19])[CH2:3][CH2:4]1. Run in O1CCOCC1 (dioxane), O1CCOCC1 (dioxane), C1(=CC=CC=C1)C (toluene). Conditions: temperature 90 celsius, time 1 hour. The product is O1CCC(CC1)NC(=O)C1=C(N=C(S1)CCC=1C(=NOC1C)C1=CC=CC=C1)C (4-Methyl-2-[2-(5-methyl-3-phenyl-isoxazol-4-yl)-ethyl]-thiazole-5-carboxylic acid (tetrahydro-pyran-4-yl)-amide). Reactants: CC=1N=C(SC1C(=O)O)CCC=1C(=NOC1C)C1=CC=CC=C1 (4-methyl-2-[2-(5-methyl-3-phenyl-isoxazol-4-yl)-ethyl]-thiazole-5-carboxylic acid), NC1CCOCC1 (4-aminotetrahydropyran), C[Al](C)C (trimethylaluminium), solution. Starting materials: COC=1C=C(C(=O)N2CC(CC2)(CCOS(=O)(=O)C)C2=CC=NC=C2)C=C(C1OC)OC (1-(3,4,5-trimethoxybenzoyl)-3-(pyrid-4-yl)-3-(2-methanesulfonyloxyethyl)pyrrolidine), C([O-])([O-])=O.[Na+].[Na+] (sodium carbonate), C(C)OCCN1C(=NC2=C1C=CC=C2)N2CCNCCC2 (4-(1-(2-ethoxyethyl)-1H-benzimidazol-2-yl)[1,4]diazepane), C(C)(C)N(C(C)C)CC (N,N-diisopropylethylamine). The solvent is C(C)#N (acetonitrile), CO.ClCCl (methanol dichloromethane), CO.ClCCl (methanol dichloromethane), ClCCl (dichloromethane), ClCCl (dichloromethane). Reaction conditions: time 48 hour. The product is COC=1C=C(C(=O)N2CC(CC2)(C2=CC=NC=C2)CCN2CCN(CCC2)C2=NC3=C(N2CCOCC)C=CC=C3)C=C(C1OC)OC (1-(3,4,5-Trimethoxybenzoyl)-3-(2-(4-(1-(2-ethoxyethyl)-1H-benzimidazol-2-yl)[1,4]diazepan-1-yl)ethyl)-3-(pyrid-4-yl)pyrrolidine). Reaction SMILES: [CH3:1][O:2][C:3]1[CH:4]=[C:5]([CH:26]=[C:27]([O:31][CH3:32])[C:28]=1[O:29][CH3:30])[C:6]([N:8]1[CH2:12][CH2:11][C:10]([C:20]2[CH:25]=[CH:24][N:23]=[CH:22][CH:21]=2)([CH2:13][CH2:14]OS(C)(=O)=O)[CH2:9]1)=[O:7].[CH2:33]([O:35][CH2:36][CH2:37][N:38]1[C:42]2[CH:43]=[CH:44][CH:45]=[CH:46][C:41]=2[N:40]=[C:39]1[N:47]1[CH2:53][CH2:52][CH2:51][NH:50][CH2:49][CH2:48]1)[CH3:34].C(N(CC)C(C)C)(C)C.C(=O)([O-])[O-].[Na+].[Na+]>C(#N)C.ClCCl.CO.ClCCl>[CH3:32][O:31][C:27]1[CH:26]=[C:5]([CH:4]=[C:3]([O:2][CH3:1])[C:28]=1[O:29][CH3:30])[C:6]([N:8]1[CH2:12][CH2:11][C:10]([CH2:13][CH2:14][N:50]2[CH2:51][CH2:52][CH2:53][N:47]([C:39]3[N:38]([CH2:37][CH2:36][O:35][CH2:33][CH3:34])[C:42]4[CH:43]=[CH:44][CH:45]=[CH:46][C:41]=4[N:40]=3)[CH2:48][CH2:49]2)([C:20]2[CH:21]=[CH:22][N:23]=[CH:24][CH:25]=2)[CH2:9]1)=[O:7] |f:3.4.5,8.9|. Procedure: Combine 1-(3,4,5-trimethoxybenzoyl)-3-(pyrid-4-yl)-3-(2-methanesulfonyloxyethyl)pyrrolidine (0.90 g, 1.65 mmol), 4-(1-(2-ethoxyethyl)-1H-benzimidazol-2-yl)[1,4]diazepane (0.49 g, 0.83 mmol), and N,N-diisopropylethylamine (2.1 mL, 11.6 mmol) in acetonitrile (14 mL). Heat to reflux. After 48 hour, add sodium carbonate and stir. After 1 hour, dilute the reaction mixture with dichloromethane, filter and evaporate in vacuo to give a residue. Chromatograph the residue on silica gel eluting sequentiall... Starting materials: [OH-].[Na+] (sodium hydroxide), C(C)C(C(=O)OCC)=CCO[C@H]1C[C@H](CCC1)OCC=1N=C(OC1C)C1=CC=C(C=C1)F (ethyl 2-ethyl-4-{(1R,3S)-3-[2-(4-fluorophenyl)-5-methyloxazol-4-ylmethoxy]cyclohexyloxy}but-2-enoate), Cl (hydrochloric acid). The solvent is C(C)(=O)OCC (ethyl acetate), CO (methanol). Product: C(C)C(C(=O)O)=CCO[C@H]1C[C@H](CCC1)OCC=1N=C(OC1C)C1=CC=C(C=C1)F (2-Ethyl-4-{(1R,3S)-3-[2-(4-fluorophenyl)-5-methyloxazol-4-ylmethoxy]-cyclohexyloxy}but-2-enoic acid). Isolated yield 96.0%. RXN SMILES: [CH2:1]([C:3](=[CH:9][CH2:10][O:11][C@@H:12]1[CH2:17][CH2:16][CH2:15][C@H:14]([O:18][CH2:19][C:20]2[N:21]=[C:22]([C:26]3[CH:31]=[CH:30][C:29]([F:32])=[CH:28][CH:27]=3)[O:23][C:24]=2[CH3:25])[CH2:13]1)[C:4]([O:6]CC)=[O:5])[CH3:2].[OH-].[Na+].Cl>CO.C(OCC)(=O)C>[CH2:1]([C:3](=[CH:9][CH2:10][O:11][C@@H:12]1[CH2:17][CH2:16][CH2:15][C@H:14]([O:18][CH2:19][C:20]2[N:21]=[C:22]([C:26]3[CH:31]=[CH:30][C:29]([F:32])=[CH:28][CH:27]=3)[O:23][C:24]=2[CH3:25])[CH2:13]1)[C:4]([OH:6])=[O:5])[CH3:2] |f:1.2|. Reported procedure: 0.5 g of ethyl 2-ethyl-4-{(1R,3S)-3-[2-(4-fluorophenyl)-5-methyloxazol-4-ylmethoxy]cyclohexyloxy}but-2-enoate is dissolved in 5 ml of methanol, and 2.5 ml of a 1N aqueous sodium hydroxide solution are added After 12 h of stirring at room temperature, the mixture is acidified with 3 ml of 1N hydrochloric acid and the resulting precipitate is taken up in ethyl acetate. The solvent is removed under reduced pressure and the residue of the ester hydrolysis, 2-ethyl-4-{(1R,3S)-3-[2-(4-fluorophenyl)-5-... Starting materials: C(C)(C)N(C(C)C)CC (N,N-diisopropylethylamine), FC1=CC=C(C=C1)C=1OC2=C(C1C(NC)=O)C=C(C=C2)C=2C=C(C(=O)NC1(CC1)C(=O)O)C=CC2C (1-(3-(2-(4-fluorophenyl)-3-(methylcarbamoyl)benzofuran-5-yl)-4-methylbenzamido)cyclopropanecarboxylic acid), N(N)C(=O)OC(C)(C)C (tert-butyl hydrazinecarboxylate), 2-(1H-benzo[d][1,2,3]triazol-1-yl)-1,1,3,3-tetramethylisouronium tetrafluoroborate, O (H2O). Solvent: CN(C)C=O (DMF). Reaction conditions: time 19 hour. Product: FC1=CC=C(C=C1)C=1OC2=C(C1C(NC)=O)C=C(C=C2)C=2C=C(C(=O)NC1(CC1)C(=O)NNC(=O)OC(C)(C)C)C=CC2C (tert-Butyl 2-(1-(3-(2-(4-fluorophenyl)-3-(methylcarbamoyl)benzofuran-5-yl)-4-methylbenzamido)cyclopropanecarbonyl)hydrazinecarboxylate). Reaction SMILES: [F:1][C:2]1[CH:7]=[CH:6][C:5]([C:8]2[O:9][C:10]3[CH:20]=[CH:19][C:18]([C:21]4[CH:22]=[C:23]([CH:33]=[CH:34][C:35]=4[CH3:36])[C:24]([NH:26][C:27]4([C:30](O)=[O:31])[CH2:29][CH2:28]4)=[O:25])=[CH:17][C:11]=3[C:12]=2[C:13](=[O:16])[NH:14][CH3:15])=[CH:4][CH:3]=1.[NH:37]([C:39]([O:41][C:42]([CH3:45])([CH3:44])[CH3:43])=[O:40])[NH2:38].C(N(CC)C(C)C)(C)C.O>CN(C=O)C>[F:1][C:2]1[CH:7]=[CH:6][C:5]([C:8]2[O:9][C:10]3[CH:20]=[CH:19][C:18]([C:21]4[CH:22]=[C:23]([CH:33]=[CH:34][C:35]=4[CH3:36])[C:24]([NH:26][C:27]4([C:30]([NH:38][NH:37][C:39]([O:41][C:42]([CH3:45])([CH3:44])[CH3:43])=[O:40])=[O:31])[CH2:28][CH2:29]4)=[O:25])=[CH:17][C:11]=3[C:12]=2[C:13](=[O:16])[NH:14][CH3:15])=[CH:4][CH:3]=1. Reported procedure: To a mixture of 1-(3-(2-(4-fluorophenyl)-3-(methylcarbamoyl)benzofuran-5-yl)-4-methylbenzamido)cyclopropanecarboxylic acid (41.6 mg, 0.086 mmol), tert-butyl hydrazinecarboxylate (16.95 mg, 0.128 mmol) and 2-(1H-benzo[d][1,2,3]triazol-1-yl)-1,1,3,3-tetramethylisouronium tetrafluoroborate (54.9 mg, 0.171 mmol) in DMF (1 mL) at r.t under N2 was added N,N-diisopropylethylamine (0.060 mL, 0.342 mmol). The mixture was stirred at r.t. for 19 hours. The mixture was added 5 ml H2O. The white precipitates... The reactants are ClC1=C(C(=O)C2=C(C=C(C=C2)Cl)Cl)C=C(C=C1)[N+](=O)[O-] (2,2',4'-trichloro-5-nitrobenzophenone), C (charcoal). Run in C(C)(=O)OCC (ethyl acetate). Product: NC=1C=CC(=C(C(=O)C2=C(C=C(C=C2)Cl)Cl)C1)Cl (5-amino-2,2',4'-trichlorobenzophenone). As a reaction SMILES: [Cl:1][C:2]1[CH:17]=[CH:16][C:15]([N+:18]([O-])=O)=[CH:14][C:3]=1[C:4]([C:6]1[CH:11]=[CH:10][C:9]([Cl:12])=[CH:8][C:7]=1[Cl:13])=[O:5].C>C(OCC)(=O)C>[NH2:18][C:15]1[CH:16]=[CH:17][C:2]([Cl:1])=[C:3]([CH:14]=1)[C:4]([C:6]1[CH:11]=[CH:10][C:9]([Cl:12])=[CH:8][C:7]=1[Cl:13])=[O:5]. Reported procedure: 7.5 g of 2,2',4'-trichloro-5-nitrobenzophenone in 100 ml of ethyl acetate are hydrogenated at atmospheric pressure and at ambient temperature in the presence of palladinized charcoal.